This data is from the Open Reaction Database (ORD), a public repository of structured organic reaction records. The task is: describe an organic reaction: reactants, conditions, products, and yield Reactants: Cl (hydrochloric acid), COC(C[C@H](C#CC)C1=CC=C(C=C1)OCC1=C[C@@]2(CC[C@@H](C2)OC(C)=O)CCC1)=O ((3S)-3-[4-((2S,5R)-2-acetoxy-spiro[4.5]dec-6-en-7-ylmethoxy)-phenyl]-hex-4-ynoic acid methyl ester), CO (methanol), [OH-].[Na+] (sodium hydroxide). Run in O1CCCC1 (tetrahydrofuran). Reaction conditions: time 8 hour. Product: O[C@@H]1C[C@@]2(CC1)C=C(CCC2)COC2=CC=C(C=C2)[C@H](CC(=O)O)C#CC ((3S)-3-[4-((2S,5R)-2-hydroxy-spiro[4.5]dec-6-en-7-ylmethoxy)-phenyl]-hex-4-ynoic acid). The yield is 85.1%. Reaction SMILES: C[O:2][C:3](=[O:31])[CH2:4][C@@H:5]([C:9]1[CH:14]=[CH:13][C:12]([O:15][CH2:16][C:17]2[CH2:30][CH2:29][CH2:28][C@@:19]3([CH2:23][C@@H:22]([O:24]C(=O)C)[CH2:21][CH2:20]3)[CH:18]=2)=[CH:11][CH:10]=1)[C:6]#[C:7][CH3:8].CO.[OH-].[Na+].Cl>O1CCCC1>[OH:24][C@H:22]1[CH2:21][CH2:20][C@:19]2([CH2:28][CH2:29][CH2:30][C:17]([CH2:16][O:15][C:12]3[CH:11]=[CH:10][C:9]([C@@H:5]([C:6]#[C:7][CH3:8])[CH2:4][C:3]([OH:31])=[O:2])=[CH:14][CH:13]=3)=[CH:18]2)[CH2:23]1 |f:2.3|. Procedure: To a solution of (3S)-3-[4-((2S,5R)-2-acetoxy-spiro[4.5]dec-6-en-7-ylmethoxy)-phenyl]-hex-4-ynoic acid methyl ester (107 mg) obtained in Step 1 in a mixed solvent of methanol (0.65 mL)-tetrahydrofuran (0.65 mL) was added 2N aqueous sodium hydroxide solution (0.28 mL) under ice-cooling, followed by stirring the mixture at room temperature overnight. To the reaction mixture was added 2N aqueous hydrochloric acid solution (0.28 mL), followed by extraction with ethyl acetate. The organic layer was w...